Dataset: the Open Reaction Database (ORD), a public repository of structured organic reaction records. Task: describe an organic reaction: reactants, conditions, products, and yield Starting materials: BrCC1=NC=C(C(=O)NC2=CC(=C(C=C2)Cl)NC(C2=CC(=CC=C2)Cl)=O)C=C1 (6-(bromomethyl)-N-(4-chloro-3-(3-chlorobenzamido)phenyl)nicotinamide), C(C)N1CCNCC1 (1-ethylpiperazine). Yields the product C(C)N1CCN(CC1)CC1=NC=C(C(=O)N)C=C1 (6-(4-ethylpiperazin-1-yl)methylnicotinamide). Reaction SMILES: Br[CH2:2][C:3]1[CH:28]=[CH:27][C:6]([C:7]([NH:9]C2C=CC(Cl)=C(NC(=O)C3C=CC=C(Cl)C=3)C=2)=[O:8])=[CH:5][N:4]=1.[CH2:29]([N:31]1[CH2:36][CH2:35][NH:34][CH2:33][CH2:32]1)[CH3:30]>>[CH2:29]([N:31]1[CH2:36][CH2:35][N:34]([CH2:2][C:3]2[CH:28]=[CH:27][C:6]([C:7]([NH2:9])=[O:8])=[CH:5][N:4]=2)[CH2:33][CH2:32]1)[CH3:30]. Procedure: 6-(bromomethyl)-N-(4-chloro-3-(3-chlorobenzamido)phenyl)nicotinamide (0.2 mmol) was used in general procedure 5 with 1-ethylpiperazine (0.4 mmol). The product was purified by RP-HPLC to give N-(4-chloro-3-(3-chlorobenzamido)phenyl))-6-(4-ethylpiperazin-1-yl)methylnicotinamide. MS (Q1) 512.2 (M)+